From a dataset of the Open Reaction Database (ORD), a public repository of structured organic reaction records. describe an organic reaction: reactants, conditions, products, and yield Reactants: ketone, [BH4-].[Na+] (Sodium borohydride), C(F)(F)(F)CC(=O)CC(F)(F)F (CF3CH2C(O)CH2CF3), [BH4-].[Na+] (NaBH4). Solvent: O (water). The product is C(F)(F)(F)CC(O)CC(F)(F)F (CF3CH2CH(OH)CH2CF3). Yield: 91.0%. As a reaction SMILES: [BH4-].[Na+].[C:3]([CH2:7][C:8]([CH2:10][C:11]([F:14])([F:13])[F:12])=[O:9])([F:6])([F:5])[F:4]>O>[C:11]([CH2:10][CH:8]([CH2:7][C:3]([F:4])([F:5])[F:6])[OH:9])([F:14])([F:13])[F:12] |f:0.1|. Procedure details: Sodium borohydride (0.8 g) was added to 15 ml water at 0 C. (ice bath). After the NaBH4 had dissolved, 9.7 g of CF3CH2C(O)CH2CF3 were added. The ketone froze. The ice bath was removed until the mixture was warm enough to melt the ketone, and the ice bath cooling was resumed. The reaction was quenched after 1 h with the addition of 5 ml 2N HCl and 10 ml brine. The lower layer (8.9 g) consisted of 95% pure CF3CH2CH(OH)CH2CF3 (91% yield). Distillation increased the purity to 97%; boiling point 65 C...